This data is from the Open Reaction Database (ORD), a public repository of structured organic reaction records. The task is: describe an organic reaction: reactants, conditions, products, and yield The reactants are ClC1=C(C(=O)OC(C)C)C=C(C(=C1)F)C1=NN(C(=C1C=O)C(F)(F)F)C (2-chloro-4-fluoro-5-[4-formyl-1-methyl-5-(trifluoromethyl)-1H-pyrazol-3-yl]benzoic acid, 1-methylethyl ester), B (borane). Yield: 99.5%. Procedure details: To a solution of 0.5 g of 2-chloro-4-fluoro-5-[4-formyl-1-methyl-5-(trifluoromethyl)-1H-pyrazol-3-yl]benzoic acid, 1-methylethyl ester in 50 ml of anhydrous tetrahydrofuran was added 4 mL of 1M borane in THF solution. The reaction was stirred overnight and then poured onto water, extracted into diethyl ether, dried over anhydrous magnesium sulfate and concd in vacuo to give 0.5 g of 2-chloro-4-fluoro-5-[4-(hydroxymethyl)-1-methyl-5-(trifluoromethyl)-1H-pyrazol-3-yl]benzoic acid, 1-methylethyl es... Reaction SMILES: [Cl:1][C:2]1[CH:13]=[C:12]([F:14])[C:11]([C:15]2[C:19]([CH:20]=[O:21])=[C:18]([C:22]([F:25])([F:24])[F:23])[N:17]([CH3:26])[N:16]=2)=[CH:10][C:3]=1[C:4]([O:6][CH:7]([CH3:9])[CH3:8])=[O:5].B>O1CCCC1>[Cl:1][C:2]1[CH:13]=[C:12]([F:14])[C:11]([C:15]2[C:19]([CH2:20][OH:21])=[C:18]([C:22]([F:23])([F:24])[F:25])[N:17]([CH3:26])[N:16]=2)=[CH:10][C:3]=1[C:4]([O:6][CH:7]([CH3:9])[CH3:8])=[O:5]. The product is ClC1=C(C(=O)OC(C)C)C=C(C(=C1)F)C1=NN(C(=C1CO)C(F)(F)F)C (2-chloro-4-fluoro-5-[4-(hydroxymethyl)-1-methyl-5-(trifluoromethyl)-1H-pyrazol-3-yl]benzoic acid, 1-methylethyl ester). Reaction conditions: time 8 hour. Solvent: O1CCCC1 (tetrahydrofuran), C1CCOC1 (THF). Reported procedure: In benzene (10 ml) was dissolved 7-(2-chlorophenyl)-4-methyl-5,6,7,8-tetrahydrocinnolin-5-one (1.54 g), and to the solution was added m-chloroperbenzoic acid (1.72 g). The mixture was stirred at room temperature for 1 hour, and to the mixture were added ethyl acetate (300 ml), saturated sodium hydrogen carbonate solution (300 ml) and sodium nitrite (500 mg). The mixture was shaken, and the separated upper layer was washed with water and concentrated under reduced pressure. The residue was purifi... The product is ClC1=C(C=CC=C1)C1CC(C=2C(=CN=[N+](C2C1)[O-])C)=O (7-(2-chlorophenyl)-4-methyl-5,6,7,8-tetrahydrocinnolin-5-one-1-oxide). Starting materials: C(O)([O-])=O.[Na+] (sodium hydrogen carbonate), N(=O)[O-].[Na+] (sodium nitrite), ClC1=CC(=CC=C1)C(=O)OO (m-chloroperbenzoic acid), ClC1=C(C=CC=C1)C1CC(C=2C(=CN=NC2C1)C)=O (7-(2-chlorophenyl)-4-methyl-5,6,7,8-tetrahydrocinnolin-5-one). Reaction SMILES: [Cl:1][C:2]1[CH:7]=[CH:6][CH:5]=[CH:4][C:3]=1[CH:8]1[CH2:17][C:16]2[N:15]=[N:14][CH:13]=[C:12]([CH3:18])[C:11]=2[C:10](=[O:19])[CH2:9]1.ClC1C=CC=C(C(OO)=[O:28])C=1.C(=O)([O-])O.[Na+].N([O-])=O.[Na+]>C1C=CC=CC=1.C(OCC)(=O)C>[Cl:1][C:2]1[CH:7]=[CH:6][CH:5]=[CH:4][C:3]=1[CH:8]1[CH2:17][C:16]2[N+:15]([O-:28])=[N:14][CH:13]=[C:12]([CH3:18])[C:11]=2[C:10](=[O:19])[CH2:9]1 |f:2.3,4.5|. Run at time 1 hour. The solvent is C(C)(=O)OCC (ethyl acetate), C1=CC=CC=C1 (benzene). Isolated yield 29.3%. RXN SMILES: [CH2:18]([c:19]1[cH:20][cH:21][cH:22][cH:23][cH:24]1)[O:25][c:26]1[cH:27][cH:28][c:29]([CH2:30][Cl:31])[cH:32][cH:33]1.[CH3:35][N:36]([CH3:37])[CH:38]=[O:39].[ClH:34].[H-:1].[Na+:2].[c:3]1(-[c:9]2[c:10]([C:14](=[O:15])[O:16][CH3:17])[cH:11][nH:12][cH:13]2)[cH:4][cH:5][cH:6][cH:7][cH:8]1>>[c:3]1(-[c:9]2[c:10]([C:14](=[O:15])[O:16][CH3:17])[cH:11][n:12]([CH2:30][c:29]3[cH:28][cH:27][c:26]([O:25][CH2:18][c:19]4[cH:20][cH:21][cH:22][cH:23][cH:24]4)[cH:33][cH:32]3)[cH:13]2)[cH:4][cH:5][cH:6][cH:7][cH:8]1. The product is COC(=O)c1cn(Cc2ccc(OCc3ccccc3)cc2)cc1-c1ccccc1. Starting materials: ClCc1ccc(OCc2ccccc2)cc1, CN(C)C=O, Cl, [H-], [Na+], COC(=O)c1c[nH]cc1-c1ccccc1. The reactants are ( A ), NC1=NC(=CC(=N1)Cl)C (2-amino-4-chloro-6-methylpyrimidine), S(=O)(=O)=C1CC=C(C=C1)B(O)O (4-sulfonyl-phenyl boronic acid), C(C)OCC (diethyl ether). Yields the product CC1=NC(=NC(=C1)C1=CC=C(C=C1)S(=O)(=O)C)N (4-Methyl-6-(4-methanesulfonyl-phenyl)-pyrimidin-2-ylamine). RXN SMILES: [NH2:1][C:2]1[N:7]=[C:6](Cl)[CH:5]=[C:4]([CH3:9])[N:3]=1.[S:10](=[C:13]1[CH:18]=[CH:17][C:16](B(O)O)=[CH:15][CH2:14]1)(=[O:12])=[O:11].[CH2:22](OCC)C>>[CH3:9][C:4]1[CH:5]=[C:6]([C:16]2[CH:17]=[CH:18][C:13]([S:10]([CH3:22])(=[O:12])=[O:11])=[CH:14][CH:15]=2)[N:7]=[C:2]([NH2:1])[N:3]=1. Procedure: The title compound is synthesized according to general procedure GP4 (A) starting from 1.5 g (10 mmol) 2-amino-4-chloro-6-methylpyrimidine and 2.7 g (14 mmol) 4-sulfonyl-phenyl boronic acid. After treatment of the precipitated product with diethyl ether 2.3 g (75%) of the desired product are obtained. Starting materials: COCCOC, CCN(C(C)C)C(C)C, C1CN2CCC(CC2)N1, O=C(Cl)c1ccco1. The product is Cl, O=C(c1ccco1)N1CCN2CCC1CC2. As a reaction SMILES: [CH3:27][O:28][CH2:29][CH2:30][O:31][CH3:32].[CH:18]([N:19]([CH:20]([CH3:21])[CH3:22])[CH2:23][CH3:24])([CH3:25])[CH3:26].[N:1]12[CH2:2][CH2:3][NH:4][CH:5]([CH2:6][CH2:7]1)[CH2:8][CH2:9]2.[o:10]1[c:11]([C:15](=[O:16])[Cl:17])[cH:12][cH:13][cH:14]1>>[ClH:17].[N:1]12[CH2:2][CH2:3][N:4]([C:15]([c:11]3[o:10][cH:14][cH:13][cH:12]3)=[O:16])[CH:5]([CH2:6][CH2:7]1)[CH2:8][CH2:9]2.